describe an organic reaction: reactants, conditions, products, and yield From a dataset of the Open Reaction Database (ORD), a public repository of structured organic reaction records. The reactants are C(C)C1=CC(=NN1C1=CC=C(C=C1)N)C=1C=NC=CC1 (5-ethyl-3-(3-pyridyl)-1-(4′-aminophenyl)pyrazole), C=1(C(=CC=CC1)C#N)C (o-tolunitrile). The reagents and catalysts are [Ni] (Ni). The solvent is C(C)(=O)O (acetic acid). Conditions: time 7.5 hour. Yields the product C(C)C1=CC(=NN1C1=CC=C(C=C1)NCC1=C(C=CC=C1)C)C=1C=NC=CC1 ([4-(5-Ethyl-3-pyridin-3-yl-pyrazol-1-yl)phenyl]-(2-methylbenzyl)amine). The yield is 85.0%. As a reaction SMILES: [CH2:1]([C:3]1[N:7]([C:8]2[CH:13]=[CH:12][C:11]([NH2:14])=[CH:10][CH:9]=2)[N:6]=[C:5]([C:15]2[CH:16]=[N:17][CH:18]=[CH:19][CH:20]=2)[CH:4]=1)[CH3:2].[C:21]1([CH3:29])[C:22]([C:27]#N)=[CH:23][CH:24]=[CH:25][CH:26]=1>C(O)(=O)C.[Ni]>[CH2:1]([C:3]1[N:7]([C:8]2[CH:9]=[CH:10][C:11]([NH:14][CH2:29][C:21]3[CH:26]=[CH:25][CH:24]=[CH:23][C:22]=3[CH3:27])=[CH:12][CH:13]=2)[N:6]=[C:5]([C:15]2[CH:16]=[N:17][CH:18]=[CH:19][CH:20]=2)[CH:4]=1)[CH3:2]. Procedure: A slurry of Raney Ni (200 mg, 50% in water) was added to a solution 5-ethyl-3-(3-pyridyl)-1-(4′-aminophenyl)pyrazole (500 mg, 1.89 mmol) and o-tolunitrile (0.27 mL, 1.2 equiv.) in glacial acetic acid (20 mL), and the mixture was stirred under hydrogen at 40 psi for 7.5 h. The reaction mixture was filtered through diatomaceous earth, diluted with water, extracted with ethyl acetate, washed with brine, dried (Na2SO4) and concentrated. Chromatography on silica gel (hexane/ethyl acetate=1:1) gave th... Starting materials: CI, CN(C)C=O, COc1ccc2[nH]c3c(c2c1)CCN1C(=O)CCC31C, [H-], [Na+]. Product: COc1ccc2c(c1)c1c(n2C)C2(C)CCC(=O)N2CC1. As a reaction SMILES: [CH3:23][I:24].[CH3:25][N:26]([CH3:27])[CH:28]=[O:29].[CH3:3][O:4][c:5]1[cH:6][c:7]2[c:8]3[c:9]([nH:10][c:11]2[cH:12][cH:13]1)[C:14]1([CH3:22])[CH2:15][CH2:16][C:17](=[O:21])[N:18]1[CH2:19][CH2:20]3.[H-:1].[Na+:2]>>[CH3:3][O:4][c:5]1[cH:6][c:7]2[c:8]3[c:9]([n:10]([CH3:23])[c:11]2[cH:12][cH:13]1)[C:14]1([CH3:22])[CH2:15][CH2:16][C:17](=[O:21])[N:18]1[CH2:19][CH2:20]3. The reactants are C(C)(C)(C)OC(NC1=C(C=C(C=C1)C(F)(F)F)NC(CC(=O)C1=CC(=CC=C1)C=1C=NC(=CC1)C)=O)=O ((2-{3-[3-(6-methyl-pyridin-3-yl)-phenyl]-3-oxo-propionylamino}-4-trifluoromethyl-phenyl)-carbamic acid tert-butyl ester), C(=O)(C(F)(F)F)O (TFA). Solvent: C(Cl)Cl (CH2Cl2). Product: CC1=CC=C(C=N1)C=1C=C(C=CC1)C1=NC2=C(NC(C1)=O)C=C(C=C2)C(F)(F)F (4-[3-(6-Methyl-pyridin-3-yl)-phenyl]-8-trifluoromethyl-1,3-dihydro-benzo[b][1,4]diazepin-2-one), solid. As a reaction SMILES: C(OC(=O)[NH:7][C:8]1[CH:13]=[CH:12][C:11]([C:14]([F:17])([F:16])[F:15])=[CH:10][C:9]=1[NH:18][C:19](=[O:36])[CH2:20][C:21]([C:23]1[CH:28]=[CH:27][CH:26]=[C:25]([C:29]2[CH:30]=[N:31][C:32]([CH3:35])=[CH:33][CH:34]=2)[CH:24]=1)=O)(C)(C)C.C(O)(C(F)(F)F)=O>C(Cl)Cl>[CH3:35][C:32]1[N:31]=[CH:30][C:29]([C:25]2[CH:24]=[C:23]([C:21]3[CH2:20][C:19](=[O:36])[NH:18][C:9]4[CH:10]=[C:11]([C:14]([F:17])([F:16])[F:15])[CH:12]=[CH:13][C:8]=4[N:7]=3)[CH:28]=[CH:27][CH:26]=2)=[CH:34][CH:33]=1. Procedure: The title compound was prepared from (2-{3-[3-(6-methyl-pyridin-3-yl)-phenyl]-3-oxo-propionylamino}-4-trifluoromethyl-phenyl)-carbamic acid tert-butyl ester (Example M6) (390 mg, 0.75 mmol) by treatment with TFA in CH2Cl2 according to the general procedure N. Obtained as a light yellow solid (168 mg).